Task: describe an organic reaction: reactants, conditions, products, and yield. Dataset: the Open Reaction Database (ORD), a public repository of structured organic reaction records Reactants: C(C)(=O)N1C[C@H]([C@H](C1)OCC)NC1=NC(=C(N=C1CC)C1=C(C=C(C=C1)Cl)Cl)CC (N-[(cis)-1-acetyl-4-ethoxypyrrolidin-3-yl]-5-(2,4-dichlorophenyl)-3,6-diethylpyrazin-2-amine), CS(=O)(=O)Cl (methanesulfonyl chloride). The product is ClC1=C(C=CC(=C1)Cl)C=1N=C(C(=NC1CC)N[C@@H]1CN(C[C@@H]1OCC)S(=O)(=O)C)CC (5-(2,4-dichlorophenyl)-N-[(cis)-4-ethoxy-1-(methylsulfonyl)pyrrolidin-3-yl]-3,6-diethylpyrazin-2-amine). Reaction SMILES: C([N:4]1[CH2:8][C@H:7]([O:9][CH2:10][CH3:11])[C@H:6]([NH:12][C:13]2[C:18]([CH2:19][CH3:20])=[N:17][C:16]([C:21]3[CH:26]=[CH:25][C:24]([Cl:27])=[CH:23][C:22]=3[Cl:28])=[C:15]([CH2:29][CH3:30])[N:14]=2)[CH2:5]1)(=O)C.[CH3:31][S:32](Cl)(=[O:34])=[O:33]>>[Cl:28][C:22]1[CH:23]=[C:24]([Cl:27])[CH:25]=[CH:26][C:21]=1[C:16]1[N:17]=[C:18]([CH2:19][CH3:20])[C:13]([NH:12][C@H:6]2[C@@H:7]([O:9][CH2:10][CH3:11])[CH2:8][N:4]([S:32]([CH3:31])(=[O:34])=[O:33])[CH2:5]2)=[N:14][C:15]=1[CH2:29][CH3:30]. Reported procedure: Following the procedure for the preparation of N-[(cis)-1-acetyl-4-ethoxypyrrolidin-3-yl]-5-(2,4-dichlorophenyl)-3,6-diethylpyrazin-2-amine but substituting methanesulfonyl chloride and making non-critical variations provided the title compound as an oil: